This data is from the Open Reaction Database (ORD), a public repository of structured organic reaction records. The task is: describe an organic reaction: reactants, conditions, products, and yield The reactants are C1(CCCCC1)CC1N(CCCC1)CCC1=C(NC2=CC=C(C=C12)OC)C (3-[2-(2-cyclohexylmethylpiperidino)ethyl]-5-methoxy-2-methylindole), [H-].[Na+] (sodium hydride), [Na] (sodium), C(C)(C)OC1=CC=C(C(=O)Cl)C=C1 (4-isopropoxybenzoyl chloride). Solvent: CN(C)C=O (DMF). Product: C(C)(C)OC1=CC=C(C(=O)N2C(=C(C3=CC(=CC=C23)OC)CCN2C(CCCC2)CC2CCCCC2)C)C=C1 (1-(4-Isopropoxybenzoyl)-3-[2-(2-cyclohexylmethylpiperidino)ethyl]-5-methoxy-2-methylindole). As a reaction SMILES: [CH:1]1([CH2:7][CH:8]2[CH2:13][CH2:12][CH2:11][CH2:10][N:9]2[CH2:14][CH2:15][C:16]2[C:24]3[C:19](=[CH:20][CH:21]=[C:22]([O:25][CH3:26])[CH:23]=3)[NH:18][C:17]=2[CH3:27])[CH2:6][CH2:5][CH2:4][CH2:3][CH2:2]1.[H-].[Na+].[Na].[CH:31]([O:34][C:35]1[CH:43]=[CH:42][C:38]([C:39](Cl)=[O:40])=[CH:37][CH:36]=1)([CH3:33])[CH3:32]>CN(C=O)C>[CH:31]([O:34][C:35]1[CH:43]=[CH:42][C:38]([C:39]([N:18]2[C:19]3[C:24](=[CH:23][C:22]([O:25][CH3:26])=[CH:21][CH:20]=3)[C:16]([CH2:15][CH2:14][N:9]3[CH2:10][CH2:11][CH2:12][CH2:13][CH:8]3[CH2:7][CH:1]3[CH2:6][CH2:5][CH2:4][CH2:3][CH2:2]3)=[C:17]2[CH3:27])=[O:40])=[CH:37][CH:36]=1)([CH3:33])[CH3:32] |f:1.2,^1:29|. Procedure details: 1-(4-Isopropoxybenzoyl)-3-[2-(2-cyclohexylmethylpiperidino)ethyl]-5-methoxy-2-methylindole is prepared by reaction of 3-[2-(2-cyclohexylmethylpiperidino)ethyl]-5-methoxy-2-methylindole with sodium hydride in DMF and reaction of the resulting sodium salt with 4-isopropoxybenzoyl chloride following the procedure described above in Example 1. The reactants are [OH-].[Li+] (Lithium hydroxide), C1(CCCCC1)C=1C=2C=CC(=CC2N2C1C1=C(CC(C2)(C)C(=O)OC)C=CC=C1)C(=O)OC (methyl (±)-13-cyclohexyl-6,7-dihydro-6-carbomethoxy-6-methyl-5H-indolo[2,1-a][2]benzazepine-10-carboxylate), Cl (hydrochloric acid). Run in CO (methanol), O1CCCC1 (tetrahydrofuran). Run at temperature 65 celsius. The product is C1(CCCCC1)C=1C=2C=CC(=CC2N2C1C1=C(CC(C2)(C)C(=O)O)C=CC=C1)C(=O)OC (Methyl (±)-13-cyclohexyl-6,7-dihydro-6-carboxy-6-methyl-5H-indolo[2,1-a][2]benzazepine-10-carboxylate). Yield: 33.5%. RXN SMILES: [OH-].[Li+].[CH:3]1([C:9]2[C:10]3[CH:11]=[CH:12][C:13]([C:32]([O:34][CH3:35])=[O:33])=[CH:14][C:15]=3[N:16]3[CH2:22][C:21]([C:24]([O:26]C)=[O:25])([CH3:23])[CH2:20][C:19]4[CH:28]=[CH:29][CH:30]=[CH:31][C:18]=4[C:17]=23)[CH2:8][CH2:7][CH2:6][CH2:5][CH2:4]1.Cl>CO.O1CCCC1>[CH:3]1([C:9]2[C:10]3[CH:11]=[CH:12][C:13]([C:32]([O:34][CH3:35])=[O:33])=[CH:14][C:15]=3[N:16]3[CH2:22][C:21]([C:24]([OH:26])=[O:25])([CH3:23])[CH2:20][C:19]4[CH:28]=[CH:29][CH:30]=[CH:31][C:18]=4[C:17]=23)[CH2:8][CH2:7][CH2:6][CH2:5][CH2:4]1 |f:0.1|. Procedure details: Lithium hydroxide (12 mg, 0.5 mmol) was added to a solution of methyl (±)-13-cyclohexyl-6,7-dihydro-6-carbomethoxy-6-methyl-5H-indolo[2,1-a][2]benzazepine-10-carboxylate (20.0 mg, 0.045 mmol) in methanol (1.0 mL) and tetrahydrofuran (1.0 mL) in a microwave vial. The vial was sealed and the contents heated at 65° C. for 50 min in a microwave apparatus. The solution was acidified with dilute hydrochloric acid to precipitate the crude acid. The solid was collected and was purified on the Shimadzu p... Reactants: ClC1=C(C(=O)NC=2C=CC=C3C(=CC=NC23)C=O)C(=CC=C1)Cl (8-(2,6-dichlorobenzoylamino)-4-formylquinoline), COCCNC (N-(2-methoxyethyl)methylamine), C(C)(=O)O[BH-](OC(C)=O)OC(C)=O.[Na+] (sodium triacetoxyborohydride). The solvent is C(C)(=O)O (acetic acid). Reaction conditions: time 4 hour. Product: ClC1=C(C(=O)NC=2C=CC=C3C(=CC=NC23)CN(C)CCOC)C(=CC=C1)Cl (8-(2,6-dichlorobenzoylamino)-4-[N-(2-methoxyethyl)-N-methylaminomethyl]quinoline). Isolated yield 63.5%. RXN SMILES: [Cl:1][C:2]1[CH:22]=[CH:21][CH:20]=[C:19]([Cl:23])[C:3]=1[C:4]([NH:6][C:7]1[CH:8]=[CH:9][CH:10]=[C:11]2[C:16]=1[N:15]=[CH:14][CH:13]=[C:12]2C=O)=[O:5].[CH3:24][O:25][CH2:26][CH2:27][NH:28][CH3:29].[C:30](O[BH-](OC(=O)C)OC(=O)C)(=O)C.[Na+]>C(O)(=O)C>[Cl:23][C:19]1[CH:20]=[CH:21][CH:22]=[C:2]([Cl:1])[C:3]=1[C:4]([NH:6][C:7]1[CH:8]=[CH:9][CH:10]=[C:11]2[C:16]=1[N:15]=[CH:14][CH:13]=[C:12]2[CH2:29][N:28]([CH2:27][CH2:26][O:25][CH3:24])[CH3:30])=[O:5] |f:2.3|. Procedure: To a stirred suspension of 8-(2,6-dichlorobenzoylamino)-4-formylquinoline (100 mg), N-(2-methoxyethyl)methylamine (28 mg) and acetic acid (17 mg) was added sodium triacetoxyborohydride (91.6 mg) portionwise over a period of 5 minutes at ambient temperature, and the resulting mixture was stirred at the same temperature for four hours. The crude product was partitioned in dichloromethane and aqueous saturated sodium bicarbonate solution. The organic phase was dried over anhydrous magnesium sulfate...